This data is from the Open Reaction Database (ORD), a public repository of structured organic reaction records. The task is: describe an organic reaction: reactants, conditions, products, and yield The reactants are CCN=C=NCCCN(C)C, Cc1ncc(C(C(=O)O)C(C)(C)C)cn1, COCc1c(F)c(F)c(CO)c(F)c1F, CN(C)c1ccncc1, ClCCl, Cl. The product is COCc1c(F)c(F)c(COC(=O)C(c2cnc(C)nc2)C(C)(C)C)c(F)c1F. As a reaction SMILES: [CH2:2]([N:3]=[C:4]=[N:5][CH2:6][CH2:7][CH2:8][N:9]([CH3:10])[CH3:11])[CH3:12].[CH3:13][c:14]1[n:15][cH:16][c:17]([CH:20]([C:21](=[O:22])[OH:23])[C:24]([CH3:25])([CH3:26])[CH3:27])[cH:18][n:19]1.[CH3:28][O:29][CH2:30][c:31]1[c:32]([F:42])[c:33]([F:41])[c:34]([CH2:35][OH:36])[c:37]([F:40])[c:38]1[F:39].[CH3:46][N:47]([c:48]1[cH:49][cH:50][n:51][cH:52][cH:53]1)[CH3:54].[Cl:43][CH2:44][Cl:45].[ClH:1]>>[CH3:13][c:14]1[n:15][cH:16][c:17]([CH:20]([C:21](=[O:22])[O:23][CH2:35][c:34]2[c:33]([F:41])[c:32]([F:42])[c:31]([CH2:30][O:29][CH3:28])[c:38]([F:39])[c:37]2[F:40])[C:24]([CH3:25])([CH3:26])[CH3:27])[cH:18][n:19]1. Yields the product FC(C=1C=C(C=CC1)[C@H](CCC)NC(=O)C=1C=NN(C1CO)C1=CC=C(C=C1)Cl)(F)F (1-(4-chloro-phenyl)-5-hydroxymethyl-1H-pyrazole-4-carboxylic acid [(S)-1-(3-trifluoromethyl-phenyl)-butyl]-amide). Yield: 102.6%. As a reaction SMILES: [F:1][C:2]([F:32])([F:31])[C:3]1[CH:4]=[C:5]([C@@H:9]([NH:13][C:14]([C:16]2[CH:17]=[N:18][N:19]([C:24]3[CH:29]=[CH:28][C:27]([Cl:30])=[CH:26][CH:25]=3)[C:20]=2[CH2:21][O:22]C)=[O:15])[CH2:10][CH2:11][CH3:12])[CH:6]=[CH:7][CH:8]=1.B(Br)(Br)Br>C(Cl)Cl>[F:31][C:2]([F:1])([F:32])[C:3]1[CH:4]=[C:5]([C@@H:9]([NH:13][C:14]([C:16]2[CH:17]=[N:18][N:19]([C:24]3[CH:29]=[CH:28][C:27]([Cl:30])=[CH:26][CH:25]=3)[C:20]=2[CH2:21][OH:22])=[O:15])[CH2:10][CH2:11][CH3:12])[CH:6]=[CH:7][CH:8]=1. Starting materials: FC(C=1C=C(C=CC1)[C@H](CCC)NC(=O)C=1C=NN(C1COC)C1=CC=C(C=C1)Cl)(F)F (1-(4-chloro-phenyl)-5-methoxymethyl-1H-pyrazole-4-carboxylic acid [(S)-1-(3-trifluoromethyl-phenyl)-butyl]-amide), B(Br)(Br)Br (BBr3). Reported procedure: To a solution of 1-(4-chloro-phenyl)-5-methoxymethyl-1H-pyrazole-4-carboxylic acid [(S)-1-(3-trifluoromethyl-phenyl)-butyl]-amide (510 mg, 1.1 mmol) in CH2Cl2 (10 mL) is added BBr3 (1.0 M in CH2Cl2, 1.6 mL, 1.6 mmol) dropwise. After stiffing at room temperature for 1 hour, the reaction mixture is quenched with methanol (25 mL) and concentrated in vacuo. The crude material is purified by flash chromatography on silica gel (eluted with 20 to 60% EtOAc/hexanes) to afford 1-(4-chloro-phenyl)-5-hydro... Conditions: time 1 hour. The solvent is C(Cl)Cl (CH2Cl2).